Dataset: the Open Reaction Database (ORD), a public repository of structured organic reaction records. Task: describe an organic reaction: reactants, conditions, products, and yield The reactants are OC1=C(C(N(C2=NC=CC=C12)C1=CC=CC=C1)=O)CCO (4-hydroxy-3-(2-hydroxyethyl)1-phenyl-1,8-naphthyridin-2-(1H)-one), [OH-].[Na+] (sodium hydroxide). The solvent is S(O)(O)(=O)=O (sulfuric acid). Conditions: time 8 hour. The product is N1CCC(C2=CC=CN=C12)=O (naphthyridin-4(2H)-one). Reaction SMILES: [OH:1][C:2]1[C:11]2[C:6](=[N:7][CH:8]=[CH:9][CH:10]=2)[N:5](C2C=CC=CC=2)[C:4](=O)[C:3]=1CCO.[OH-].[Na+]>S(=O)(=O)(O)O>[NH:5]1[C:6]2[C:11](=[CH:10][CH:9]=[CH:8][N:7]=2)[C:2](=[O:1])[CH2:3][CH2:4]1 |f:1.2|. Procedure: A solution of 4-hydroxy-3-(2-hydroxyethyl)1-phenyl-1,8-naphthyridin-2-(1H)-one (10 g.) in 30% (v/v) sulfuric acid (200 ml.) was heated to reflux, in an atmosphere of nitrogen, and was held at reflux until no further reaction occured (ca. 5-8 hrs.). After cooling, the solution was added slowly and carefully to an icecooled solution of sodium hydroxide (50% solution; 200 ml.). The mixture was allowed to stand overnight and was then filtered. The product was washed with water, dried in air and recr... The reactants are [Cl-].C[Al+]C (dimethylaluminiumchloride), ice water, FC(COC1=CC=C(C=N1)N)(F)F (6-(2,2,2-Trifluoro-ethoxy)-pyridin-3-ylamine), C(C)OC(=O)C1(CCC(CC1)O)CCOC (4-hydroxy-1-(2-methoxy-ethyl)-cyclohexanecarboxylic acid ethyl ester). Solvent: C1(=CC=CC=C1)C (toluene). Conditions: time 10 minute. The product is OC1CCC2(CCN(C2=O)C=2C=NC(=CC2)OCC(F)(F)F)CC1 (8-Hydroxy-2-[6-(2,2,2-trifluoro-ethoxy)-pyridin-3-yl]-2-aza-spiro[4.5]decan-1-one), oil. Isolated yield 100.0%. RXN SMILES: [F:1][C:2]([F:13])([F:12])[CH2:3][O:4][C:5]1[N:10]=[CH:9][C:8]([NH2:11])=[CH:7][CH:6]=1.C([O:16][C:17]([C:19]1([CH2:26][CH2:27]OC)[CH2:24][CH2:23][CH:22]([OH:25])[CH2:21][CH2:20]1)=O)C.[Cl-].C[Al+]C>C1(C)C=CC=CC=1>[OH:25][CH:22]1[CH2:23][CH2:24][C:19]2([C:17](=[O:16])[N:11]([C:8]3[CH:9]=[N:10][C:5]([O:4][CH2:3][C:2]([F:1])([F:12])[F:13])=[CH:6][CH:7]=3)[CH2:27][CH2:26]2)[CH2:20][CH2:21]1 |f:2.3|. Reported procedure: 6-(2,2,2-Trifluoro-ethoxy)-pyridin-3-ylamine (5.11 g, obtained in example 108, step 2) was added to a solution of 4-hydroxy-1-(2-methoxy-ethyl)-cyclohexanecarboxylic acid ethyl ester (5.10 g, obtained in example 2, step 3) in toluene (160 mL). The mixture was stirred for 10 minutes at RT. Then, dimethylaluminiumchloride (1M in hexane, 66.4 mL) was added dropwise over a period of 30 minutes. The reaction mixture was heated to reflux for 2 hours and then at 95° C. for 16 hours. The mixture was coo... The reactants are FC=1C=C2C=C(NC2=CC1)C(=O)OCC (5-fluoro-1H-indole-2-carboxylic acid, ethyl ester), Mg. Run in CO (methanol). Reaction conditions: time 10 minute. Product: FC=1C=C2CC(NC2=CC1)C(=O)OC (methyl 5-fluoro-2,3-dihydro-1H-indole-2-carboxylate). The yield is 58.9%. As a reaction SMILES: [F:1][C:2]1[CH:3]=[C:4]2[C:8](=[CH:9][CH:10]=1)[NH:7][C:6]([C:11]([O:13][CH2:14]C)=[O:12])=[CH:5]2>CO>[F:1][C:2]1[CH:3]=[C:4]2[C:8](=[CH:9][CH:10]=1)[NH:7][CH:6]([C:11]([O:13][CH3:14])=[O:12])[CH2:5]2. Procedure: To a suspension of 5-fluoro-1H-indole-2-carboxylic acid, ethyl ester (0.121 mole) in methanol (600 ml) was added Mg (0.36 mole). The mixture was in a 3-neck round bottom flask under argon at room temperature. The temperature of the reaction was monitored closely. After about 10 minutes, the mixture began to bubble, slowly at first and then more vigorously. The reaction temperature was maintained between 15 and 25° C. with intermittent applications of an ice bath. After 30 minutes, the bubbling h... Starting materials: CCCC[Sn](CCCC)(CCCC)c1ccccn1, O=C1OC2(CN3CCC2CC3)CN1c1nc(-c2ccccn2)c(-c2ccccn2)s1. The product is O=C1OC2(CN3CCC2CC3)CN1c1nc(-c2ccccn2)cs1. Reaction SMILES: [CH2:1]([Sn:2]([CH2:3][CH2:4][CH2:5][CH3:6])([CH2:7][CH2:8][CH2:9][CH3:10])[c:11]1[cH:12][cH:13][cH:14][cH:15][n:16]1)[CH2:17][CH2:18][CH3:19].[n:20]1[c:21](-[c:26]2[n:27][c:28]([N:37]3[C:38](=[O:49])[O:39][C:40]4([CH2:41][N:42]5[CH2:43][CH2:44][CH:45]4[CH2:46][CH2:47]5)[CH2:48]3)[s:29][c:30]2-[c:31]2[cH:32][cH:33][cH:34][cH:35][n:36]2)[cH:22][cH:23][cH:24][cH:25]1>>[n:20]1[c:21](-[c:26]2[n:27][c:28]([N:37]3[C:38](=[O:49])[O:39][C:40]4([CH2:41][N:42]5[CH2:43][CH2:44][CH:45]4[CH2:46][CH2:47]5)[CH2:48]3)[s:29][cH:30]2)[cH:22][cH:23][cH:24][cH:25]1. Reaction SMILES: [OH:1][C:2]([C:5]1[N:6]=[C:7]([CH2:58][O:59][CH3:60])[N:8]([CH2:21][C:22]2[CH:27]=[CH:26][C:25]([C:28]3[CH:33]=[CH:32][CH:31]=[CH:30][C:29]=3[C:34]3[N:38](C(C4C=CC=CC=4)(C4C=CC=CC=4)C4C=CC=CC=4)[N:37]=[N:36][N:35]=3)=[CH:24][CH:23]=2)[C:9]=1[C:10]([O:12][CH2:13][C:14]1[O:15][C:16](=[O:20])[O:17][C:18]=1[CH3:19])=[O:11])([CH3:4])[CH3:3]>C(O)(=O)C>[OH:1][C:2]([C:5]1[N:6]=[C:7]([CH2:58][O:59][CH3:60])[N:8]([CH2:21][C:22]2[CH:27]=[CH:26][C:25]([C:28]3[CH:33]=[CH:32][CH:31]=[CH:30][C:29]=3[C:34]3[NH:38][N:37]=[N:36][N:35]=3)=[CH:24][CH:23]=2)[C:9]=1[C:10]([O:12][CH2:13][C:14]1[O:15][C:16](=[O:20])[O:17][C:18]=1[CH3:19])=[O:11])([CH3:4])[CH3:3]. Reactants: OC(C)(C)C=1N=C(N(C1C(=O)OCC=1OC(OC1C)=O)CC1=CC=C(C=C1)C1=C(C=CC=C1)C1=NN=NN1C(C1=CC=CC=C1)(C1=CC=CC=C1)C1=CC=CC=C1)COC ((5-methyl-2-oxo-1,3-dioxolen-4-yl)methyl 4-(1-hydroxy-1-methylethyl)-2-methoxymethyl-1-{4-[2-(trityltetrazol-5-yl)phenyl]phenyl}methylimidazole-5-carboxylate). Isolated yield 52.5%. Procedure details: Following a procedure similar to that described in Example 82(b), but detritylating 2.5 g of (5-methyl-2-oxo-1,3-dioxolen-4-yl)methyl 4-(1-hydroxy-1-methylethyl)-2-methoxymethyl-1-{4-[2-(trityltetrazol-5-yl)phenyl]phenyl}methylimidazole-5-carboxylate [prepared as described in step (a) above] with a 25% v/v aqueous solution of acetic acid, 916 mg of the title compound were obtained as crystals, melting at 138°-140° C. Solvent: C(C)(=O)O (acetic acid). Yields the product OC(C)(C)C=1N=C(N(C1C(=O)OCC=1OC(OC1C)=O)CC1=CC=C(C=C1)C1=C(C=CC=C1)C1=NN=NN1)COC ((5-Methyl-2-oxo-1,3-dioxolen-4-yl)methyl 4-(1-hydroxy-1-methylethyl)-2-methoxymethyl-1-{4 -[2-(tetrazol-5-yl)phenyl]phenyl}methylimidazole-5-carboxylate). Starting materials: ClC=1C=CC=2N(N1)C(=CN2)C(C)C=2C(=C1C=CC=NC1=CC2F)F ((rac)-6-[1-(6-Chloro-imidazo[1,2-b]pyridazin-3-yl)-ethyl]-5,7-difluoro-quinoline), O1C(CCCC1)OCCN1N=CC(=C1)B1OC(C(O1)(C)C)(C)C (1-[2-(tetrahydro-pyran-2-yloxy)-ethyl]-4-(4,4,5,5-tetramethyl-[1,3,2]dioxaborolan-2-yl)-1H-pyrazole), CCOC(=O)C (EtOAc), C(=O)([O-])[O-].[Na+].[Na+] (Na2CO3). The reagents and catalysts are [Pd].C1(=CC=CC=C1)P(C1=CC=CC=C1)C1=CC=CC=C1.C1(=CC=CC=C1)P(C1=CC=CC=C1)C1=CC=CC=C1.C1(=CC=CC=C1)P(C1=CC=CC=C1)C1=CC=CC=C1.C1(=CC=CC=C1)P(C1=CC=CC=C1)C1=CC=CC=C1 (tetrakis(triphenylphosphine)-palladium). The solvent is COCCOC (DME). Conditions: temperature 150 celsius, time 2 hour. Product: FC1=C2C=CC=NC2=CC(=C1C(C)C1=CN=C2N1N=C(C=C2)C=2C=NN(C2)CCO)F ((rac)-2-(4-{3-[1-(5,7-Difluoro-quinolin-6-yl)-ethyl]-imidazo[1,2-b]pyridazin-6-yl}-pyrazol-1-yl)ethanol). RXN SMILES: Cl[C:2]1[CH:3]=[CH:4][C:5]2[N:6]([C:8]([CH:11]([C:13]3[C:14]([F:24])=[C:15]4[C:20](=[CH:21][C:22]=3[F:23])[N:19]=[CH:18][CH:17]=[CH:16]4)[CH3:12])=[CH:9][N:10]=2)[N:7]=1.O1CCCCC1[O:31][CH2:32][CH2:33][N:34]1[CH:38]=[C:37](B2OC(C)(C)C(C)(C)O2)[CH:36]=[N:35]1.C([O-])([O-])=O.[Na+].[Na+].CCOC(C)=O>COCCOC.[Pd].C1(P(C2C=CC=CC=2)C2C=CC=CC=2)C=CC=CC=1.C1(P(C2C=CC=CC=2)C2C=CC=CC=2)C=CC=CC=1.C1(P(C2C=CC=CC=2)C2C=CC=CC=2)C=CC=CC=1.C1(P(C2C=CC=CC=2)C2C=CC=CC=2)C=CC=CC=1>[F:24][C:14]1[C:13]([CH:11]([C:8]2[N:6]3[N:7]=[C:2]([C:37]4[CH:36]=[N:35][N:34]([CH2:33][CH2:32][OH:31])[CH:38]=4)[CH:3]=[CH:4][C:5]3=[N:10][CH:9]=2)[CH3:12])=[C:22]([F:23])[CH:21]=[C:20]2[C:15]=1[CH:16]=[CH:17][CH:18]=[N:19]2 |f:2.3.4,7.8.9.10.11|. Procedure: (rac)-6-[1-(6-Chloro-imidazo[1,2-b]pyridazin-3-yl)-ethyl]-5,7-difluoro-quinoline (Stage 182.1, 620 mg, 1.529 mmol) was dissolved in DME (5 mL) in a microwave reactor with 1-[2-(tetrahydro-pyran-2-yloxy)-ethyl]-4-(4,4,5,5-tetramethyl-[1,3,2]dioxaborolan-2-yl)-1H-pyrazole (Stage 171.4, 493 mg, 1.529 mmol) and a solution of 2 M Na2CO3 (2.75 mL). Then tetrakis(triphenylphosphine)-palladium (88 mg) was added and the RM was heated at 150° C. for 15 min under microwave irradiations. It was then taken u... The reactants are ice, [N+](=[N-])=C (diazomethane), C1(=CC=CC=C1)CCC(=O)O (3-phenylpropionic acid). The solvent is CCOCC (ether), CCOCC (ether). Product: C1(=CC=CC=C1)CCC(=O)OC (methyl 3-phenylpropionate). Yield: 83.1%. RXN SMILES: [C:1]1([CH2:7][CH2:8][C:9]([OH:11])=[O:10])[CH:6]=[CH:5][CH:4]=[CH:3][CH:2]=1.[N+](=[CH2:14])=[N-]>CCOCC>[C:1]1([CH2:7][CH2:8][C:9]([O:11][CH3:14])=[O:10])[CH:6]=[CH:5][CH:4]=[CH:3][CH:2]=1. Procedure details: To an ice-cooled and stirred solution of 3-phenylpropionic acid (8.0 g, 0.053 mol) in 30 ml of ether was slowly added an excess solution of diazomethane in ether. After concentration of ether, the residue was distilled under reduced pressure to give a colorless transparent oil of methyl 3-phenylpropionate (7.25 g, 0.044 mol, yield 83.1%, b.p. 106°-108° C./10 mmHg), which was assigned the structure by the following data: